Dataset: the Open Reaction Database (ORD), a public repository of structured organic reaction records. Task: describe an organic reaction: reactants, conditions, products, and yield Yields the product COC(=O)c1sc(-n2cnc3ccncc32)cc1OCc1ccccc1F. Reaction SMILES: [Br:1][CH2:2][c:3]1[c:4]([F:9])[cH:5][cH:6][cH:7][cH:8]1.[C:29](=[O:30])([O-:31])[O-:32].[K+:33].[K+:34].[O:35]=[CH:36][N:37]([CH3:38])[CH3:39].[OH:10][c:11]1[c:12]([C:25](=[O:26])[O:27][CH3:28])[s:13][c:14](-[n:16]2[cH:17][n:18][c:19]3[c:20]2[cH:21][n:22][cH:23][cH:24]3)[cH:15]1>>[CH2:2]([c:3]1[c:4]([F:9])[cH:5][cH:6][cH:7][cH:8]1)[O:10][c:11]1[c:12]([C:25](=[O:26])[O:27][CH3:28])[s:13][c:14](-[n:16]2[cH:17][n:18][c:19]3[c:20]2[cH:21][n:22][cH:23][cH:24]3)[cH:15]1. The reactants are Fc1ccccc1CBr, O=C([O-])[O-], [K+], [K+], CN(C)C=O, COC(=O)c1sc(-n2cnc3ccncc32)cc1O. Yields the product C(C)(C)(C)OC(\C=C\C1=CN(C=C1)S(=O)(=O)C1=CC=C(C=C1)C)=O ((E)-3-[1-(Toluene-4-sulfonyl)-1H-pyrrol-3yl]-acrylic acid tert-butyl ester). As a reaction SMILES: [H-].[Na+].[C:3]([O:7][C:8](=[O:16])/[CH:9]=[CH:10]/[C:11]1[CH:15]=[CH:14][NH:13][CH:12]=1)([CH3:6])([CH3:5])[CH3:4].[C:17]1([CH3:27])[CH:22]=[CH:21][C:20]([S:23](Cl)(=[O:25])=[O:24])=[CH:19][CH:18]=1.[Cl-].[Na+]>O1CCCC1>[C:3]([O:7][C:8](=[O:16])/[CH:9]=[CH:10]/[C:11]1[CH:15]=[CH:14][N:13]([S:23]([C:20]2[CH:21]=[CH:22][C:17]([CH3:27])=[CH:18][CH:19]=2)(=[O:25])=[O:24])[CH:12]=1)([CH3:6])([CH3:4])[CH3:5] |f:0.1,4.5|. Yield: 88.1%. Run in O1CCCC1 (tetrahydrofurane). Starting materials: [H-].[Na+] (sodium hydride), C1(=CC=C(C=C1)S(=O)(=O)Cl)C (p-toluenesulfonylchloride), C(C)(C)(C)OC(\C=C\C1=CNC=C1)=O ((E)-3-(1H-pyrrol-3-yl)acrylic acid tert-butyl ester), C(C)(C)(C)OC(\C=C\C1=CNC=C1)=O ((E)-3-(1H-pyrrol-3-yl)acrylic acid tert-butyl ester), [Cl-].[Na+] (sodium chloride). Procedure: 0.230 g of sodium hydride (60%) is suspended in 6 ml of tetrahydrofurane under nitrogen at −30° C. 1.01 g of (E)-3-(1H-pyrrol-3-yl)acrylic acid tert-butyl ester (compound D1) are added to the suspension and warmed slowly to room temperature and stirred for 30 minutes. Afterwards it is recooled to −30° C. and 1.19 g of p-toluenesulfonylchloride are added and stirred for 2.5 hours. The suspension is warmed slowly at room temperature and 40 ml of saturated aqueous sodium chloride solution are added... Run at time 30 minute. Reactants: Cl.COC1=CC=C2C=CC=C(C2=C1)CCN (2-(7-methoxy-1-naphthyl)ethylamine Hydrochloride), C([O-])([O-])=O.[K+].[K+] (potassium carbonate), C(C)(=O)Cl (acetyl chloride). Solvent: O (water), ClCCl (dichloromethane), O (water). Conditions: time 30 minute. The product is CC(=O)NCCC1=CC=CC2=C1C=C(C=C2)OC (agomelatine). Yield: 65.8%. As a reaction SMILES: Cl.[CH3:2][O:3][C:4]1[CH:13]=[C:12]2[C:7]([CH:8]=[CH:9][CH:10]=[C:11]2[CH2:14][CH2:15][NH2:16])=[CH:6][CH:5]=1.C(=O)([O-])[O-].[K+].[K+].[C:23](Cl)(=[O:25])[CH3:24]>O.ClCCl>[CH3:24][C:23]([NH:16][CH2:15][CH2:14][C:11]1[C:12]2[CH:13]=[C:4]([O:3][CH3:2])[CH:5]=[CH:6][C:7]=2[CH:8]=[CH:9][CH:10]=1)=[O:25] |f:0.1,2.3.4|. Procedure: The compound V (6.0 g, 0.03 mol) produced as described above and potassium carbonate (5 g) were added to 20 ml of water and 40 ml of dichloromethane, and stirred for 30 minutes. The aqueous layer was removed. The organic layer was cooled to the temperature of 0° C., and acetyl chloride (7.8 g, 0.1 mol) was added dropwise. A reaction was allowed to proceed at room temperature for 1 hour. 100 ml water was then added, and the reaction solution was extracted with dichloromethane (50 ml*3). The organ...